This data is from the Open Reaction Database (ORD), a public repository of structured organic reaction records. The task is: describe an organic reaction: reactants, conditions, products, and yield Starting materials: [Al+3], CC(C)CN1CCCC1C(N)=O, [H-], [H-], [H-], [H-], [Li+], [Na+], C1CCOC1, [OH-], O. Product: CC(C)CN1CCCC1CN. Reaction SMILES: [Al+3:2].[CH2:7]([CH:8]([CH3:9])[CH3:10])[N:11]1[CH:12]([C:16](=[O:17])[NH2:18])[CH2:13][CH2:14][CH2:15]1.[H-:1].[H-:4].[H-:5].[H-:6].[Li+:3].[Na+:21].[O:22]1[CH2:23][CH2:24][CH2:25][CH2:26]1.[OH-:20].[OH2:19]>>[CH2:7]([CH:8]([CH3:9])[CH3:10])[N:11]1[CH:12]([CH2:16][NH2:18])[CH2:13][CH2:14][CH2:15]1. Yield: 72.0%. Reported procedure: This compound was prepared from 1-hydroxy-phosphindoline 1-oxide (3.0g, 17.9 mmol) by a method similar to that used for the preparation of 1-ethyl-1,2,3,4-tetrahydrophosphinoline 1-oxide described above, except that anhydrous tetrahydrofuran was used as solvent. Isolation with chloroform and bulb to bulb distillation of the residue at 160°/0,1 mm gave a colourless hygroscopic liquid (2.3 g, 72%). Preparative T.l.c. (RF 0.38, chloroform/methanol 15:1), and bulb to bulb distillation of the major c... Solvent: O1CCCC1 (tetrahydrofuran). Reactants: 1-hydroxy-phosphindoline 1-oxide, C(C)P1(CCCC2=CC=CC=C12)=O (1-ethyl-1,2,3,4-tetrahydrophosphinoline 1-oxide). RXN SMILES: [CH2:1]([P:3]1(=[O:13])[C:12]2[C:7](=[CH:8][CH:9]=[CH:10][CH:11]=2)[CH2:6][CH2:5][CH2:4]1)C>O1CCCC1>[CH2:4]([P:3]1(=[O:13])[C:12]2[C:7](=[CH:8][CH:9]=[CH:10][CH:11]=2)[CH:6]=[CH:1]1)[CH3:5]. Yields the product C(C)P1(C=CC2=CC=CC=C12)=O (1-Ethylphosphindole 1-oxide). The solvent is CCOC(=O)C (EtOAc), CN(C)C=O (DMF). The yield is 75.5%. Reaction SMILES: [SH:1][C:2]1[CH:7]=[CH:6][N:5]=[CH:4][CH:3]=1.[H-].[Na+].Br[C:11]1[N:16]=[CH:15][C:14]([CH:17]=[O:18])=[CH:13][CH:12]=1.O>CN(C=O)C.CCOC(C)=O>[N:5]1[CH:6]=[CH:7][C:2]([S:1][C:11]2[N:16]=[CH:15][C:14]([CH:17]=[O:18])=[CH:13][CH:12]=2)=[CH:3][CH:4]=1 |f:1.2|. Yields the product N1=CC=C(C=C1)SC1=CC=C(C=N1)C=O (6-(Pyridin-4-ylsulfanyl)-pyridine-3-carbaldehyde). Conditions: time 20 minute. Procedure details: To a solution of 4-mercaptopyridine (5.59 g, 50.3 mmol) in DMF (100 mL) was added NaH (60% dispersion in oil, 1.99 g, 49.7 mmol) in portions and the mixture was stirred for 20 min. 6-Bromo-3-pyridine carboxaldehyde (9.22 g, 49.6 mmol) was added and the resultant mixture was stirred for 1 h. Water was added followed by the addition of EtOAc. The phases were separated and the aqueous layer was extracted with EtOAc (2×). The organic extracts were combined, dried over Na2SO4, filtered and concentrat... The reactants are resultant mixture, O (Water), SC1=CC=NC=C1 (4-mercaptopyridine), [H-].[Na+] (NaH), BrC1=CC=C(C=N1)C=O (6-Bromo-3-pyridine carboxaldehyde). Reactants: [OH-].[Na+] (sodium hydroxide), O (water), C(C)O (ethanol), C[Si](CCCCCCCCCCCCCCNC1=CC=C(C=CC(=O)OCC)C=C1)(C)C (ethyl 4-[14-(trimethylsilyl)tetradecylamino]cinnamate). Solvent: C(C)(=O)O (acetic acid). Yields the product C[Si](CCCCCCCCCCCCCCNC1=CC=C(C=CC(=O)O)C=C1)(C)C (4-[14-(Trimethylsilyl)tetradecylamino]cinnamic acid). Reaction SMILES: [CH3:1][Si:2]([CH3:32])([CH3:31])[CH2:3][CH2:4][CH2:5][CH2:6][CH2:7][CH2:8][CH2:9][CH2:10][CH2:11][CH2:12][CH2:13][CH2:14][CH2:15][CH2:16][NH:17][C:18]1[CH:30]=[CH:29][C:21]([CH:22]=[CH:23][C:24]([O:26]CC)=[O:25])=[CH:20][CH:19]=1.[OH-].[Na+].O.C(O)C>C(O)(=O)C>[CH3:32][Si:2]([CH3:1])([CH3:31])[CH2:3][CH2:4][CH2:5][CH2:6][CH2:7][CH2:8][CH2:9][CH2:10][CH2:11][CH2:12][CH2:13][CH2:14][CH2:15][CH2:16][NH:17][C:18]1[CH:19]=[CH:20][C:21]([CH:22]=[CH:23][C:24]([OH:26])=[O:25])=[CH:29][CH:30]=1 |f:1.2|. Procedure: A mixture of 5.0 g. ethyl 4-aminocinnamate, 9.14 g. of 14-(trimethylsilyl)tetradecyl bromide and 3.6 g. of powdered anhydrous potassium carbonate in hexamethylphosphoramide is heated for 20 hours at 60° C. The mixture is then cooled, diluted with water and extracted with ether. The combined ether extracts are dried, filtered and evaporated to provide ethyl 4-[14-(trimethylsilyl)tetradecylamino]cinnamate. The ester is hydrolyzed with.sodium hydroxide in a 1:9 water:ethanol solution at steam bath ... The product is C(C)(=O)SCC(C(=O)N[C@@H](CC1=CC=C(C=C1)O)C(=O)OC)CC1=CC=CC=C1 ((±)-N-[2-(acetyl-thiomethyl) -1-oxo-3-phenylpropyl]-L-tyrosine, methyl ester). The reactants are C(C)(=O)SCC(C(=O)Cl)CC1=CC=CC=C1 (3-Acetylthio-2-benzylpropanoyl chloride), Cl.N[C@@H](CC1=CC=C(C=C1)O)C(=O)OC ((L)-tyrosine, methyl ester, hydrochloride), C(C)(C)N(CC)C(C)C (diisopropylethylamine). Reported procedure: 3-Acetylthio-2-benzylpropanoyl chloride and (L)-tyrosine, methyl ester, hydrochloride are reacted in the presence of diisopropylethylamine according to the procedure of Example 26 to give (±)-N-[2-(acetyl-thiomethyl) -1-oxo-3-phenylpropyl]-L-tyrosine, methyl ester. As a reaction SMILES: [C:1]([S:4][CH2:5][CH:6]([CH2:10][C:11]1[CH:16]=[CH:15][CH:14]=[CH:13][CH:12]=1)[C:7](Cl)=[O:8])(=[O:3])[CH3:2].Cl.[NH2:18][C@H:19]([C:28]([O:30][CH3:31])=[O:29])[CH2:20][C:21]1[CH:26]=[CH:25][C:24]([OH:27])=[CH:23][CH:22]=1.C(N(C(C)C)CC)(C)C>>[C:1]([S:4][CH2:5][CH:6]([CH2:10][C:11]1[CH:16]=[CH:15][CH:14]=[CH:13][CH:12]=1)[C:7]([NH:18][C@H:19]([C:28]([O:30][CH3:31])=[O:29])[CH2:20][C:21]1[CH:22]=[CH:23][C:24]([OH:27])=[CH:25][CH:26]=1)=[O:8])(=[O:3])[CH3:2] |f:1.2|.